Dataset: the Open Reaction Database (ORD), a public repository of structured organic reaction records. Task: describe an organic reaction: reactants, conditions, products, and yield Reactants: [OH-].[Li+] (Lithium hydroxide), CC(CCN(C(=O)C=1C=CC2=C(N(C(=N2)NC2=CC=C(C(=O)OC)C=C2)CCCNC(=O)OC(C)(C)C)C1)CCC(C)C)C (methyl 4-[(6-{[bis(3-methylbutyl)amino]carbonyl}-1-{3-[(tert-butoxycarbonyl)amino]propyl}-1H-benzimidazol-2-yl)amino]benzoate). Procedure details: Lithium hydroxide (141 mg, 5 eq) is added to methyl 4-[(6-{[bis(3-methylbutyl)amino]carbonyl}-1-{3-[(tert-butoxycarbonyl)amino]propyl}-1H-benzimidazol-2-yl)amino]benzoate prepared according to reaction diagram A, Example A1, (405 mg, 1 eq) in a mixture of tetrahydrofuran (4 ml) and water (3 ml). The mixture is heated under reflux for 18 hours then cooled down to ambient temperature and concentrated under reduced pressure at 40° C. Dichloromethane (50 ml) and water (20′ ml) are added to the resid... Run in C(C)OCC (ethyl ether), O1CCCC1 (tetrahydrofuran), O (water). Product: CC(CCN(C(=O)C=1C=CC2=C(N(C(=N2)NC2=CC=C(C(=O)O)C=C2)CCCNC(=O)OC(C)(C)C)C1)CCC(C)C)C (4-[(6-{[bis(3-methylbutyl)amino]carbonyl}-1-{3-[(tert-butoxycarbonyl) amino]propyl}-1H-benzimidazol-2-yl)amino]benzoic acid). Yield: 79.0%. As a reaction SMILES: [OH-].[Li+].[CH3:3][CH:4]([CH3:46])[CH2:5][CH2:6][N:7]([CH2:41][CH2:42][CH:43]([CH3:45])[CH3:44])[C:8]([C:10]1[CH:11]=[CH:12][C:13]2[N:17]=[C:16]([NH:18][C:19]3[CH:28]=[CH:27][C:22]([C:23]([O:25]C)=[O:24])=[CH:21][CH:20]=3)[N:15]([CH2:29][CH2:30][CH2:31][NH:32][C:33]([O:35][C:36]([CH3:39])([CH3:38])[CH3:37])=[O:34])[C:14]=2[CH:40]=1)=[O:9]>O1CCCC1.O.C(OCC)C>[CH3:44][CH:43]([CH3:45])[CH2:42][CH2:41][N:7]([CH2:6][CH2:5][CH:4]([CH3:46])[CH3:3])[C:8]([C:10]1[CH:11]=[CH:12][C:13]2[N:17]=[C:16]([NH:18][C:19]3[CH:28]=[CH:27][C:22]([C:23]([OH:25])=[O:24])=[CH:21][CH:20]=3)[N:15]([CH2:29][CH2:30][CH2:31][NH:32][C:33]([O:35][C:36]([CH3:39])([CH3:37])[CH3:38])=[O:34])[C:14]=2[CH:40]=1)=[O:9] |f:0.1|.